Dataset: the Open Reaction Database (ORD), a public repository of structured organic reaction records. Task: describe an organic reaction: reactants, conditions, products, and yield Starting materials: CC(C)(C)OC(=O)Nc1ccc(C#Cc2nccs2)cc1NC(=O)CC(=O)c1cccc(C#N)c1, ClCCl, O=C(O)C(F)(F)F. Product: N#Cc1cccc(C2=Nc3ccc(C#Cc4nccs4)cc3NC(=O)C2)c1. RXN SMILES: [C:1]([O:2][C:3](=[O:4])[NH:7][c:8]1[c:9]([NH:21][C:22]([CH2:23][C:24](=[O:5])[c:26]2[cH:27][c:28]([C:32]#[N:33])[cH:29][cH:30][cH:31]2)=[O:34])[cH:10][c:11]([C:14]#[C:15][c:16]2[s:17][cH:18][cH:19][n:20]2)[cH:12][cH:13]1)([CH3:6])([CH3:25])[CH3:35].[Cl:43][CH2:44][Cl:45].[F:36][C:37]([F:38])([F:39])[C:40]([OH:41])=[O:42]>>[N:7]1=[C:24]([c:26]2[cH:27][c:28]([C:32]#[N:33])[cH:29][cH:30][cH:31]2)[CH2:23][C:22](=[O:34])[NH:21][c:9]2[c:8]1[cH:13][cH:12][c:11]([C:14]#[C:15][c:16]1[s:17][cH:18][cH:19][n:20]1)[cH:10]2. Reaction conditions: temperature -25 celsius, time 12 hour. Starting materials: O=C1N(CCC1)CC(=O)N1[C@H](C(=O)O)CCC1 (N-[(2-Oxo-1-pyrrolidinyl)acetyl]-L-proline), C1CCC(CC1)N=C=NC2CCCCC2 (DCC), C=1C=CC2=C(C1)N=NN2O (HOBt), S1CNCC1 (thiazolidine). The product is O=C1N(CCC1)CC(=O)N1[C@H](C(=O)N2CSCC2)CCC1 (3-{N-[(2-oxo-1-pyrrolidinyl)acetyl]-L-prolyl}thiazolidine). Reaction SMILES: [O:1]=[C:2]1[CH2:6][CH2:5][CH2:4][N:3]1[CH2:7][C:8]([N:10]1[CH2:17][CH2:16][CH2:15][C@H:11]1[C:12]([OH:14])=O)=[O:9].C1C=CC2N(O)N=NC=2C=1.[S:28]1[CH2:32][CH2:31][NH:30][CH2:29]1.C1CCC(N=C=NC2CCCCC2)CC1>C(Cl)Cl.CN(C=O)C>[O:1]=[C:2]1[CH2:6][CH2:5][CH2:4][N:3]1[CH2:7][C:8]([N:10]1[CH2:17][CH2:16][CH2:15][C@H:11]1[C:12]([N:30]1[CH2:31][CH2:32][S:28][CH2:29]1)=[O:14])=[O:9]. Solvent: C(Cl)Cl (methylene chloride), CN(C)C=O (DMF). Procedure details: N-[(2-Oxo-1-pyrrolidinyl)acetyl]-L-proline as prepared in Example 1-B) (623 mg) was suspended in a mixture of methylene chloride (3 ml) and DMF (5 ml), to which were added HOBt (530 mg) and thiazolidine (0.21 ml). The mixture was cooled to -25° C. and DCC (588 mg) was added thereto. The mixture was stirred at a temperature of -25°-0° C. for 3 hours and at room temperature for 12 hours. The precipitated dicyclohexylurea was filtered off, and the filtrate was concentrated. The residue was purified... The reactants are 100, P(O)(O)(O)=O (phosphoric acid), 90, C=CC1=CC=CC=C1 (styrene), ClC1=C(C=C)C=CC=C1 (o-chlorostyrene), ClCCC1=CC=CC=C1 (o-chloroethylbenzene), C1=CC=CC=2SC3=CC=CC=C3NC12 (phenothiazine). Run at time 1 hour. Yields the product CC1CC(C2=CC=CC=C12)C1=CC=CC=C1 (1-methyl-3-phenylindan), 1-methyl-3-(o-chloro)-phenyl-7-chloroindan. RXN SMILES: [CH2:1]=[CH:2][C:3]1[CH:8]=[CH:7][CH:6]=[CH:5][CH:4]=1.ClC1C=CC=CC=1C=C.Cl[CH2:19][CH2:20][C:21]1[CH:26]=[CH:25][CH:24]=[CH:23][CH:22]=1.C1C2NC3C(=CC=CC=3)SC=2C=CC=1.P(=O)(O)(O)O>>[CH3:19][CH:20]1[C:21]2[C:26](=[CH:25][CH:24]=[CH:23][CH:22]=2)[CH:2]([C:3]2[CH:8]=[CH:7][CH:6]=[CH:5][CH:4]=2)[CH2:1]1. Procedure details: A mixture of 90 parts of styrene, 182 parts of o-chlorostyrene, 118 parts of o-chloroethylbenzene and 0.5 part of phenothiazine is added to 600 parts of 100 per cent strength by weight phosphoric acid at 35° to 40° C over 5 hours. After completion of the addition, the mixture is stirred for one hour at 35° to 40° C. The organic phase is separated off, washed with 200 parts of 3 per cent strength by weight sodium hydroxide solution and fractionated at 10 mm Hg. 19 parts of 1-methyl-3-phenylindan,... The reactants are CC(C)(C)OC(=O)N1CCNCC1, C1=CSC(=C1)Cl. The reagents and catalysts are CCN(CC)CC, C1=CC=C(C=C1)P(C2=CC=CC=C2)C3=CC=CC=C3, C1=CC=C(C=C1)P(C2=CC=CC=C2)C3=CC=CC=C3.C1=CC=C(C=C1)P(C2=CC=CC=C2)C3=CC=CC=C3.C1=CC=C(C=C1)P(C2=CC=CC=C2)C3=CC=CC=C3.C1=CC=C(C=C1)P(C2=CC=CC=C2)C3=CC=CC=C3.[Pd]. Run in CN(C)C=O. Reaction conditions: temperature 95 celsius. Product: CC(C)(C)OC(=O)N1CCN(CC1)C2=CC=CS2. Isolated yield 0.0%. Procedure: To a mixture of 2-chlorothiophene (0.248 mL, 2.68 mmol), tert-butyl piperazine-1-carboxylate (500 mg, 2.68 mmol), and TEA (1.123 mL, 8.05 mmol) in DMF (4 mL) was added Pd(Ph3P)4 (57.8 mg, .05 mmol). The reaction was allowed to heat at 95 °C for overnight. LCMS and TLC showed the starting material peak as well as the triphenyl phosphene ionized M+1 peak. The tryphenyl phosphene showed up at the same retention time as 2-chlorothiophene. No new peak was observed following the reaction so no purific... As a reaction SMILES: [F:1][c:2]1[c:3]([C:9]([CH:10]([C:11](=[O:12])[NH2:13])[CH3:14])([CH2:15][n:16]2[n:17][cH:18][n:19][cH:20]2)[OH:21])[cH:4][c:5]([F:8])[cH:6][cH:7]1.[P:22]([Cl:23])([Cl:24])([Cl:25])=[O:26]>>[F:1][c:2]1[c:3]([C:9]([CH:10]([C:11]#[N:13])[CH3:14])([CH2:15][n:16]2[n:17][cH:18][n:19][cH:20]2)[OH:21])[cH:4][c:5]([F:8])[cH:6][cH:7]1. Yields the product CC(C#N)C(O)(Cn1cncn1)c1cc(F)ccc1F. The reactants are CC(C(N)=O)C(O)(Cn1cncn1)c1cc(F)ccc1F, O=P(Cl)(Cl)Cl. Reactants: BrC1C(OCCCC1)=O (3-bromooxepan-2-one), ClC=1C(=NNC1C)C(F)(F)F (4-chloro-5-methyl-3-(trifluoromethyl)-1H-pyrazole), C([O-])([O-])=O.[K+].[K+] (potassium carbonate). Run in CN(C)C=O (DMF). Reaction conditions: temperature 65 celsius. Yields the product ClC=1C(=NN(C1C)C1C(OCCCC1)=O)C(F)(F)F (3-[4-chloro-5-methyl-3-(trifluoromethyl)pyrazol-1-yl]oxepan-2-one). Yield: 19.5%. Reaction SMILES: Br[CH:2]1[CH2:8][CH2:7][CH2:6][CH2:5][O:4][C:3]1=[O:9].[Cl:10][C:11]1[C:12]([C:17]([F:20])([F:19])[F:18])=[N:13][NH:14][C:15]=1[CH3:16].C(=O)([O-])[O-].[K+].[K+]>CN(C=O)C>[Cl:10][C:11]1[C:12]([C:17]([F:19])([F:18])[F:20])=[N:13][N:14]([CH:2]2[CH2:8][CH2:7][CH2:6][CH2:5][O:4][C:3]2=[O:9])[C:15]=1[CH3:16] |f:2.3.4|. Procedure details: To a solution of 3-bromooxepan-2-one (1 g, 5.18 mmol) in DMF (10 mL) was added 4-chloro-5-methyl-3-(trifluoromethyl)-1H-pyrazole (0.956 g, 5.18 mmol), followed by potassium carbonate (1.07 g, 7.74 mmol). The reaction mixture was then heated at 65° C. for 8 h. After cooling to room temperature, the reaction mixture was partitioned between water (20 mL) and ethyl acetate (30 mL). The organic layers were washed with water and brine, dried (Na2SO4), filtered, and concentrated in vacuo. Purification ... Isolated yield 79.4%. The reactants are C(C)(C)(C)OC(=O)N1CCC(CC1)/C=C/C(=O)N1C[C@@H](CCC1)C(=O)N[C@@H](CC(=O)O)CCC1=CC(=C(C=C1)OC)OC (N-[(R)-1-[3-(1-tert-butoxycarbonyl-4-piperidyl)-(E)-acryloyl]-3-piperidylcarbonyl]-3(R)-(3,4-dimethoxyphenethyl)-β-alanine), Cl (HCl). Conditions: time 3 hour. Reported procedure: To a solution of N-[(R)-1-[3-(1-tert-butoxycarbonyl-4-piperidyl)-(E)-acryloyl]-3-piperidylcarbonyl]-3(R)-(3,4-dimethoxyphenethyl)-β-alanine (1.33 g) in ethyl acetate (10 ml) was added 4N HCl in 1,4-dioxane (5.53 ml) at 0° C., and the reaction mixture was stirred for 3 hours at room temperature. The precipitates were filtered, washed with diethyl ether and resolved in water, neutralized with saturated aqueous NaHCO3, desalted by using the resin of HP-20 eluting with isopropanol:H2O=(1:1), then fr... Solvent: C(C)(=O)OCC (ethyl acetate), O1CCOCC1 (1,4-dioxane). Yields the product N1CCC(CC1)/C=C/C(=O)N1C[C@@H](CCC1)C(=O)N[C@@H](CC(=O)O)CCC1=CC(=C(C=C1)OC)OC (N-[(R)-1-[3-(4-piperidyl)-(E)-acryloyl]-3-piperidylcarbonyl]-3(R)-(3,4-dimethoxyphenethyl)-β-alanine). Reaction SMILES: C(OC([N:8]1[CH2:13][CH2:12][CH:11](/[CH:14]=[CH:15]/[C:16]([N:18]2[CH2:23][CH2:22][CH2:21][C@@H:20]([C:24]([NH:26][C@H:27]([CH2:32][CH2:33][C:34]3[CH:39]=[CH:38][C:37]([O:40][CH3:41])=[C:36]([O:42][CH3:43])[CH:35]=3)[CH2:28][C:29]([OH:31])=[O:30])=[O:25])[CH2:19]2)=[O:17])[CH2:10][CH2:9]1)=O)(C)(C)C.Cl>C(OCC)(=O)C.O1CCOCC1>[NH:8]1[CH2:13][CH2:12][CH:11](/[CH:14]=[CH:15]/[C:16]([N:18]2[CH2:23][CH2:22][CH2:21][C@@H:20]([C:24]([NH:26][C@H:27]([CH2:32][CH2:33][C:34]3[CH:39]=[CH:38][C:37]([O:40][CH3:41])=[C:36]([O:42][CH3:43])[CH:35]=3)[CH2:28][C:29]([OH:31])=[O:30])=[O:25])[CH2:19]2)=[O:17])[CH2:10][CH2:9]1. Starting materials: ClCC=CC=C (1-chloro-2,4-pentadiene), C1(=CC=CC=C1)C (toluene), CC(=O)C(C)C (isopropyl methyl ketone), [OH-].[K+] (potassium hydroxide). Product: CC(C(C)=O)(CC=C(C=C)C)C (3,3,6-trimethyl-5,7-octadien-2-one). Reaction SMILES: Cl[CH2:2]C=CC=C.[CH3:7][C:8]([CH:10]([CH3:12])[CH3:11])=[O:9].[OH-].[K+].[C:15]1([CH3:21])[CH:20]=CC=[CH:17][CH:16]=1>>[CH3:11][C:10]([CH3:2])([CH2:12][CH:20]=[C:15]([CH3:21])[CH:16]=[CH2:17])[C:8](=[O:9])[CH3:7] |f:2.3|. Reported procedure: According to the procedure described in Example 1, from 58.1 g of 1-chloro-2,4-pentadiene and 45.2 g of isopropyl methyl ketone in the presence of 100 g of powdered potassium hydroxide in 300 ml of toluene there are obtained 49.9 g of crude 3,3,6-trimethyl-5,7-octadien-2-one which are subjected to a fraction distillation. The reactants are ClC1=C2C(=NC=C1C(=O)OCC)NC=C2 (ethyl 4-chloro-1H-pyrrolo[2,3-b]pyridine-5-carboxylate), [OH-].[Na+] (NaOH), Cl (HCl). Solvent: C(C)O (ethanol). Reaction conditions: temperature 50 celsius, time 2 hour. Product: ClC1=C2C(=NC=C1C(=O)O)NC=C2 (4-chloro-1H-pyrrolo[2,3-b]pyridine-5-carboxylic acid). Isolated yield 85.7%. Reaction SMILES: [Cl:1][C:2]1[C:7]([C:8]([O:10]CC)=[O:9])=[CH:6][N:5]=[C:4]2[NH:13][CH:14]=[CH:15][C:3]=12.[OH-].[Na+].Cl>C(O)C>[Cl:1][C:2]1[C:7]([C:8]([OH:10])=[O:9])=[CH:6][N:5]=[C:4]2[NH:13][CH:14]=[CH:15][C:3]=12 |f:1.2|. Reported procedure: To a solution of ethyl 4-chloro-1H-pyrrolo[2,3-b]pyridine-5-carboxylate (100 mg) in ethanol (1 mL) was added 1M NaOH solution (0.89 mL) and the mixture was stirred at 50° C. for 2 hours. The mixture was cooled to 4° C. and acidified with 1M HCl and the precipitate was filtrated and washed with water to give 4-chloro-1H-pyrrolo[2,3-b]pyridine-5-carboxylic acid (75 mg) as a white powder. The product is C=C1COC(=C(C1)[N+](=O)[O-])C1=C(C=CC(=C1)F)F (3-methylene-5-nitro-6-(2,5-difluorophenyl)-3,4-dihydro-2H-pyran). Procedure details: N,N-diisopropylethylamine (184 mL) was added to a solution of 2-nitro-1-(2,5-difluorophenyl)ethanone (92.7 g, 461 mmol) in N,N-dimethylformamide (1000 mL) and 3-iodo-2-(iodomethyl)prop-1-ene (156 g, 507 mmol). The mixture was heated at 60° C. for 2 h, evaporated and purified by chromatography (silica gel, gradient 0-30% dichloromethane in hexane) to yield 3-methylene-5-nitro-6-(2,5-difluorophenyl)-3,4-dihydro-2H-pyran. Run in CN(C=O)C (N,N-dimethylformamide). RXN SMILES: C(N(CC)C(C)C)(C)C.[N+:10]([CH2:13][C:14]([C:16]1[CH:21]=[C:20]([F:22])[CH:19]=[CH:18][C:17]=1[F:23])=[O:15])([O-:12])=[O:11].I[CH2:25][C:26]([CH2:28]I)=[CH2:27]>CN(C)C=O>[CH2:25]=[C:26]1[CH2:28][C:13]([N+:10]([O-:12])=[O:11])=[C:14]([C:16]2[CH:21]=[C:20]([F:22])[CH:19]=[CH:18][C:17]=2[F:23])[O:15][CH2:27]1. Reactants: C(C)(C)N(C(C)C)CC (N,N-diisopropylethylamine), [N+](=O)([O-])CC(=O)C1=C(C=CC(=C1)F)F (2-nitro-1-(2,5-difluorophenyl)ethanone), ICC(=C)CI (3-iodo-2-(iodomethyl)prop-1-ene). Run at temperature 60 celsius.